This data is from the Open Reaction Database (ORD), a public repository of structured organic reaction records. The task is: describe an organic reaction: reactants, conditions, products, and yield The reactants are CCOCCO, S=C1Nc2cc(Cl)ccc2Sc2ccccc21, NCc1cccnc1. Yields the product Clc1ccc2c(c1)N=C(NCc1cccnc1)c1ccccc1S2. RXN SMILES: [CH3:26][CH2:27][O:28][CH2:29][CH2:30][OH:31].[Cl:1][c:2]1[cH:3][c:4]2[c:5]([cH:16][cH:17]1)[S:6][c:7]1[c:8]([cH:12][cH:13][cH:14][cH:15]1)[C:9](=[S:11])[NH:10]2.[NH2:18][CH2:19][c:20]1[cH:21][n:22][cH:23][cH:24][cH:25]1>>[Cl:1][c:2]1[cH:3][c:4]2[c:5]([cH:16][cH:17]1)[S:6][c:7]1[c:8]([cH:12][cH:13][cH:14][cH:15]1)[C:9]([NH:18][CH2:19][c:20]1[cH:21][n:22][cH:23][cH:24][cH:25]1)=[N:10]2. Reactants: ClC1=C(CC#N)C=CC(=C1)F (2-chloro-4-fluorobenzyl cyanide), [N+](=O)(O)[O-] (nitric acid), ice. Solvent: S(O)(O)(=O)=O (sulfuric acid). Run at time 0.5 hour. The product is ClC1=C(CC#N)C=C(C(=C1)F)[N+](=O)[O-] (2-chloro-4-fluoro-5-nitrobenzyl cyanide). Reaction SMILES: [Cl:1][C:2]1[CH:10]=[C:9]([F:11])[CH:8]=[CH:7][C:3]=1[CH2:4][C:5]#[N:6].[N+:12]([O-])([OH:14])=[O:13]>S(=O)(=O)(O)O>[Cl:1][C:2]1[CH:10]=[C:9]([F:11])[C:8]([N+:12]([O-:14])=[O:13])=[CH:7][C:3]=1[CH2:4][C:5]#[N:6]. Reported procedure: 10 g of 2-chloro-4-fluorobenzyl cyanide are dissolved at a temperature of -10° C., with stirring, in 85 ml of concentrated sulfuric acid, in the process of which a fine light-brown suspension is formed. There are then slowly added dropwise at -20° C., with stirring, 5 ml of fuming nitric acid. After completion of the addition, stirring is continued for a further half hour, the temperature rising to 0° C. The reaction mixture is poured onto 500 g of ice, and the substance which precipitates is ex... Reactants: CC(=O)O (HOAc), C(C)(=O)C1=C(C=CC=C1)CCC(C1=CC(=CC=C1)COC1OCCCC1)SCC(C(=O)OCC)C (Ethyl 3-((3-(2-acetylphenyl)-1-(3-((2-tetrahydropyranyloxy)methyl)phenyl)propyl)thio)-2-methylpropanoate), [OH-].[Na+] (NaOH), NH4OAc. The solvent is CO.C1CCOC1 (MeOH THF). Conditions: time 24 hour. Product: C(C)(=O)C1=C(C=CC=C1)CCC(C1=CC(=CC=C1)COC1OCCCC1)SCC(C(=O)O)C (3-((3-(2-acetylphenyl)-1-(3-((2-tetrahydropyranyloxy)methyl)phenyl)propyl)thio)-2-methylpropanoic acid). Reaction SMILES: [C:1]([C:4]1[CH:9]=[CH:8][CH:7]=[CH:6][C:5]=1[CH2:10][CH2:11][CH:12]([S:27][CH2:28][CH:29]([CH3:35])[C:30]([O:32]CC)=[O:31])[C:13]1[CH:18]=[CH:17][CH:16]=[C:15]([CH2:19][O:20][CH:21]2[CH2:26][CH2:25][CH2:24][CH2:23][O:22]2)[CH:14]=1)(=[O:3])[CH3:2].[OH-].[Na+].CC(O)=O>CO.C1COCC1>[C:1]([C:4]1[CH:9]=[CH:8][CH:7]=[CH:6][C:5]=1[CH2:10][CH2:11][CH:12]([S:27][CH2:28][CH:29]([CH3:35])[C:30]([OH:32])=[O:31])[C:13]1[CH:18]=[CH:17][CH:16]=[C:15]([CH2:19][O:20][CH:21]2[CH2:26][CH2:25][CH2:24][CH2:23][O:22]2)[CH:14]=1)(=[O:3])[CH3:2] |f:1.2,4.5|. Reported procedure: A mixture of the ester of Step 7 (6.67 mmol) and 1.0N NaOH (13 mL) in 55 mL of MeOH:THF 3:2 was stirred at r.t. for 24 hours. 25% Aq NH4OAc was then added and the mixture was acidified with HOAc. The title acid was extracted with EtOAc, dried over Na2SO4 and purified by flash chromatography on silica with acetone:toluene:HOAc. Reactants: [H-].[Al+3].[Li+].[H-].[H-].[H-] (lithium aluminum hydride), C(C1=CC=CC=C1)N1C[C@H]([C@@H](C1)C1=C(C=CC=C1)OC)C(=O)OC (methyl [trans-1-benzyl-4-(2-methoxyphenyl)pyrrolidin-3-yl]carboxylate), [Cl-].[Na+] (sodium chloride), C(C)(C)O (isopropyl alcohol). Solvent: O1CCCC1 (tetrahydrofuran), O1CCCC1 (THF). Reaction conditions: temperature 5 celsius, time 1 hour. Yields the product C(C1=CC=CC=C1)N1C[C@H]([C@@H](C1)C1=C(C=CC=C1)OC)CO (trans-1-Benzyl-3-hydroxymethyl-4-(2-methoxyphenyl)pyrrolidine). RXN SMILES: [H-].[Al+3].[Li+].[H-].[H-].[H-].[CH2:7]([N:14]1[CH2:18][C@@H:17]([C:19]2[CH:24]=[CH:23][CH:22]=[CH:21][C:20]=2[O:25][CH3:26])[C@H:16]([C:27](OC)=[O:28])[CH2:15]1)[C:8]1[CH:13]=[CH:12][CH:11]=[CH:10][CH:9]=1.C(O)(C)C.[Cl-].[Na+]>O1CCCC1>[CH2:7]([N:14]1[CH2:18][C@@H:17]([C:19]2[CH:24]=[CH:23][CH:22]=[CH:21][C:20]=2[O:25][CH3:26])[C@H:16]([CH2:27][OH:28])[CH2:15]1)[C:8]1[CH:9]=[CH:10][CH:11]=[CH:12][CH:13]=1 |f:0.1.2.3.4.5,8.9|. Procedure details: To 560 mmol of lithium aluminum hydride in 800 ml of tetrahydrofuran (THF), under a nitrogen atmosphere and at 5° C., are added 225 mmol of methyl [trans-1-benzyl-4-(2-methoxyphenyl)pyrrolidin-3-yl]carboxylate (described in Preparation A) dissolved in 500 ml of THF. After stirring for 1 hour at 5° C., 139 ml of isopropyl alcohol are added slowly to the above mixture, followed by 85.2 ml of saturated sodium chloride solution. The mixture is stirred slowly at room temperature. After filtration and... Reactants: IC1=NC(=CN=C1)I (2,6-diiodopyrazine), C(C1=CC=CC=C1)NC(=O)C1=C(N=C(S1)Br)C (2-bromo-4-methyl-thiazole-5-carboxylic acid benzylamide). Reagents/catalysts: C=1C=CC(=CC1)[P](C=2C=CC=CC2)(C=3C=CC=CC3)[Pd]([P](C=4C=CC=CC4)(C=5C=CC=CC5)C=6C=CC=CC6)([P](C=7C=CC=CC7)(C=8C=CC=CC8)C=9C=CC=CC9)[P](C=1C=CC=CC1)(C=1C=CC=CC1)C=1C=CC=CC1 (Pd(PPh3)4). Run in O1CCCC1 (tetrahydrofuran), CN(C=O)C (dimethyl formamide). Conditions: temperature 100 celsius. Product: C(C1=CC=CC=C1)NC(=O)C1=C(N=C(S1)C1=NC(=CN=C1)I)C (2-(6-iodo-pyrazin-2-yl)-4-methyl-thiazole-5-carboxylic acid benzylamide). The yield is 15.3%. Reaction SMILES: [CH2:1]([NH:8][C:9]([C:11]1[S:15][C:14](Br)=[N:13][C:12]=1[CH3:17])=[O:10])[C:2]1[CH:7]=[CH:6][CH:5]=[CH:4][CH:3]=1.[I:18][C:19]1[CH:24]=[N:23][CH:22]=[C:21](I)[N:20]=1>O1CCCC1.CN(C)C=O.C1C=CC([P]([Pd]([P](C2C=CC=CC=2)(C2C=CC=CC=2)C2C=CC=CC=2)([P](C2C=CC=CC=2)(C2C=CC=CC=2)C2C=CC=CC=2)[P](C2C=CC=CC=2)(C2C=CC=CC=2)C2C=CC=CC=2)(C2C=CC=CC=2)C2C=CC=CC=2)=CC=1>[CH2:1]([NH:8][C:9]([C:11]1[S:15][C:14]([C:21]2[CH:22]=[N:23][CH:24]=[C:19]([I:18])[N:20]=2)=[N:13][C:12]=1[CH3:17])=[O:10])[C:2]1[CH:7]=[CH:6][CH:5]=[CH:4][CH:3]=1 |^1:39,41,60,79|. Procedure: Part B. An oven-dried sealed tube was charged with 2-bromo-4-methyl-thiazole-5-carboxylic acid benzylamide (800 mg, 2.57 mmol, 1.0 equiv). The sealed tube was purged with nitrogen and Rieke zinc (10 mL, 10 g of zinc in 100 mL of tetrahydrofuran) was added. The reaction was heated in the microwave oven for 15 min. at 100° C. Stirring was stopped and the remaining zinc was allowed to settle. The supernatant containing the zinc reagent was transferred via syringe to a solution of 2,6-diiodopyrazine... The reactants are C(C)(C)(C)OC(=O)N1CCC(CC1)=O (1-tert-Butoxycarbonylpiperid-4-one), CO (methanol), CN (methylamine). Reagents/catalysts: [Pd] (palladium on carbon). Run in solution. Reaction conditions: time 72 hour. The product is C(C)(C)(C)OC(=O)N1CCC(CC1)CN ((1-tert-Butoxycarbonylpiperidin-4-yl)methylamine). Isolated yield 93.5%. RXN SMILES: [C:1]([O:5][C:6]([N:8]1[CH2:13][CH2:12][C:11](=O)[CH2:10][CH2:9]1)=[O:7])([CH3:4])([CH3:3])[CH3:2].CO.[CH3:17][NH2:18]>[Pd]>[C:1]([O:5][C:6]([N:8]1[CH2:13][CH2:12][CH:11]([CH2:17][NH2:18])[CH2:10][CH2:9]1)=[O:7])([CH3:4])([CH3:3])[CH3:2]. Reported procedure: 1-tert-Butoxycarbonylpiperid-4-one (6.18 g, 31 mmol) was dissolved in a 2.0 M solution of methylamine in methanol (56 mL, 112 mmol). This solution was added to 10% palladium on carbon (wet, 1.3 g) and the mixture placed under an atmosphere of hydrogen for 72 h. The reaction mixture was then purged with nitrogen and filtered through a pad of Celite, which was then washed with methanol. The resulting hazy filtrate was filtered through a 0.2 μm filter and then concentrated in vacuo to afford the ti...